This data is from the Open Reaction Database (ORD), a public repository of structured organic reaction records. The task is: describe an organic reaction: reactants, conditions, products, and yield Reactants: C([O-])([O-])=O.[K+].[K+] (potassium carbonate), [O-]CC.[Na+] (sodium ethoxide), C(OCC)(OCC)=O (diethyl carbonate), C(C)OC1=CC=C(C=C1)C=1C=CC(=C(C=O)C1)F (5-(4-ethoxyphenyl)-2-fluorobenzaldehyde), SCCCC(=O)OCC (ethyl 4-mercaptobutyrate), Cl (hydrochloric acid). The solvent is C(C)(C)O (isopropyl alcohol), C(C)O (ethanol), CN(C=O)C (dimethylformamide). Conditions: time 25 hour. The product is C(C)OC1=CC=C(C=C1)C=1C=CC2=C(C=C(CCS2)C(=O)OCC)C1 (ethyl 7-(4-ethoxyphenyl)-2,3-dihydro-1-benzothiepine-4-carboxylate). Isolated yield 57.0%. RXN SMILES: [CH2:1]([O:3][C:4]1[CH:9]=[CH:8][C:7]([C:10]2[CH:11]=[CH:12][C:13](F)=[C:14]([CH:17]=2)[CH:15]=O)=[CH:6][CH:5]=1)[CH3:2].C(=O)([O-])[O-].[K+].[K+].[SH:25][CH2:26][CH2:27][CH2:28][C:29]([O:31][CH2:32][CH3:33])=[O:30].C(=O)(OCC)OCC.[O-]CC.[Na+].Cl>CN(C)C=O.C(O)(C)C.C(O)C>[CH2:1]([O:3][C:4]1[CH:9]=[CH:8][C:7]([C:10]2[CH:11]=[CH:12][C:13]3[S:25][CH2:26][CH2:27][C:28]([C:29]([O:31][CH2:32][CH3:33])=[O:30])=[CH:15][C:14]=3[CH:17]=2)=[CH:6][CH:5]=1)[CH3:2] |f:1.2.3,6.7|. Reported procedure: Under an argon atmosphere, 5-(4-ethoxyphenyl)-2-fluorobenzaldehyde (1.0 g) was dissolved in 2 ml of dimethylformamide and 1.17 g of potassium carbonate was added. Thereafter, 1.18 ml of ethyl 4-mercaptobutyrate was added and was stirred at room temperature for 25 hours. After addition of 20 ml of diethyl carbonate and an ethanol solution (2.8 g) of 20% sodium ethoxide, stirring was conducted at room temperature for three hours. During cooling in ice, 21 ml of a 1N hydrochloric acid was added. Th...